Task: describe an organic reaction: reactants, conditions, products, and yield. Dataset: the Open Reaction Database (ORD), a public repository of structured organic reaction records The reactants are C1(=CC=CC=C1)CC1=C(N=NS1)S (5-(phenylmethyl)-1,2,3-thiadiazole-4-thiol), [Na] (sodium), BrC(C(=O)OCC)(C)C (ethyl 2-bromoisobutyrate). The solvent is C(C)O (ethanol). Product: CC(C(=O)OCC)(C)SC=1N=NSC1CC1=CC=CC=C1 (2-Methyl-2-[[5-(phenylmethyl)-1,2,3-thiadiazol-4-yl ]thio]propanoic acid, ethyl ester). Reaction SMILES: [C:1]1([CH2:7][C:8]2[S:12][N:11]=[N:10][C:9]=2[SH:13])[CH:6]=[CH:5][CH:4]=[CH:3][CH:2]=1.[Na].Br[C:16]([CH3:23])([CH3:22])[C:17]([O:19][CH2:20][CH3:21])=[O:18]>C(O)C>[CH3:22][C:16]([S:13][C:9]1[N:10]=[N:11][S:12][C:8]=1[CH2:7][C:1]1[CH:2]=[CH:3][CH:4]=[CH:5][CH:6]=1)([CH3:23])[C:17]([O:19][CH2:20][CH3:21])=[O:18] |^1:13|. Reported procedure: A solution of 1.99 g of 5-(phenylmethyl)-1,2,3-thiadiazole-4-thiol, sodium salt in 30 ml of ethanol was stirred overnight with 1.96 g of ethyl 2-bromoisobutyrate and then concentrated in vacuo. The residue was taken up in ether, filtered, and evaporated in vacuo. The oily residue was purified as described in Example 50, giving a yellow oil. Proton nuclear magnetic resonance (δ[ppm], CDCl3) 90 MHz: 1.22 (t, 3H); 1.67 (s, 2 CH3 's); 4.12 (q, 2H); 4.31 (s, CH2); 7.30 (6s, SH). The reactants are CCO, Cl, O=C(NCC1(N2CCCCC2)CCCCC1)c1ccc([N+](=O)[O-])cc1, NN, [Na+], [OH-], O, O, c1ccccc1. Yields the product Nc1ccc(C(=O)NCC2(N3CCCCC3)CCCCC2)cc1. RXN SMILES: [CH3:39][CH2:40][OH:41].[ClH:1].[N+:2]([O-:3])(=[O:4])[c:5]1[cH:6][cH:7][c:8]([C:9](=[O:10])[NH:11][CH2:12][C:13]2([N:19]3[CH2:20][CH2:21][CH2:22][CH2:23][CH2:24]3)[CH2:14][CH2:15][CH2:16][CH2:17][CH2:18]2)[cH:25][cH:26]1.[NH2:30][NH2:31].[Na+:28].[OH-:27].[OH2:29].[OH2:38].[cH:32]1[cH:33][cH:34][cH:35][cH:36][cH:37]1>>[NH2:2][c:5]1[cH:6][cH:7][c:8]([C:9](=[O:10])[NH:11][CH2:12][C:13]2([N:19]3[CH2:20][CH2:21][CH2:22][CH2:23][CH2:24]3)[CH2:14][CH2:15][CH2:16][CH2:17][CH2:18]2)[cH:25][cH:26]1. The reactants are C(C1=CC=CC=C1)OC(=O)C(CCC(=O)OCC1=CC=CC=C1)N1C(C2=CC=CC(=C2C1)[N+](=O)[O-])=O (1-(4-nitro-1-oxoisoindolin-2-yl)propane-1,3-dicarboxylic acid dibenzyl ester), [H][H] (hydrogen). Reagents/catalysts: [Pd] (Pd/C). Run in CO (methanol). The product is NC1=C2CN(C(C2=CC=C1)=O)C(CCC(=O)O)C(=O)O (1-(4-amino-1-oxoisoindolin-2-yl)propane-1,3-dicarboxylic acid). Yield: 81.4%. Reaction SMILES: C([O:8][C:9]([CH:11]([N:24]1[CH2:32][C:31]2[C:26](=[CH:27][CH:28]=[CH:29][C:30]=2[N+:33]([O-])=O)[C:25]1=[O:36])[CH2:12][CH2:13][C:14]([O:16]CC1C=CC=CC=1)=[O:15])=[O:10])C1C=CC=CC=1.[H][H]>[Pd].CO>[NH2:33][C:30]1[CH:29]=[CH:28][CH:27]=[C:26]2[C:31]=1[CH2:32][N:24]([CH:11]([C:9]([OH:10])=[O:8])[CH2:12][CH2:13][C:14]([OH:16])=[O:15])[C:25]2=[O:36]. Procedure: A mixture of 1-(4-nitro-1-oxoisoindolin-2-yl)propane-1,3-dicarboxylic acid dibenzyl ester (2.6 g, 5.3 mmol), 10%Pd/C (0.26 g) and methanol (50 mL) is hydrogenated at 50 psi of hydrogen for 6 hours. The mixture is filtered through celite and the celite pad is washed with methanol (50 mL). The filtrate is concentrated in vacuo to give 1-(4-amino-1-oxoisoindolin-2-yl)propane-1,3-dicarboxylic acid (1.2 g, 81%); mp 183-185° C.; 1H NMR (DMSO-d6) δ7.17 (t, J=7.6 Hz, 1H), 6.89 (d, J=7.3 Hz, 1H), 6.79 (d... Solvent: CC(=O)C (acetone). The reactants are crude material, acetylsilanes, C(C)(C)(C)[Si](C)(C)C(C)(C)O (tert-butyl(1-hydroxy-1-methylethyl)dimethylsilane), C(C)(C)(C)[Si](C)(C)Cl (tert-butylchlorodimethylsilane), C(C)OC=C[Li] (ethoxyvinyl lithium). Yield: 41.0%. Yields the product C(C)(=O)[Si](C)(C)C(C)(C)C (acetyl(tert-butyl)dimethylsilane). As a reaction SMILES: [C:1]([Si:5]([C:8]([OH:11])(C)[CH3:9])([CH3:7])[CH3:6])([CH3:4])([CH3:3])[CH3:2].C([Si](Cl)(C)C)(C)(C)C.C(OC=C[Li])C>CC(C)=O>[C:8]([Si:5]([C:1]([CH3:4])([CH3:3])[CH3:2])([CH3:7])[CH3:6])(=[O:11])[CH3:9]. Reported procedure: Following the general procedure for the preparation of acetylsilanes (see Example 1) tert-butyl(1-hydroxy-1-methylethyl)dimethylsilane was prepared from tert-butylchlorodimethylsilane (5.00 g, 33.2 mmol) and ethoxyvinyl lithium (prepared from ethyl vinyl ether (3.11 g, 43.1 mmol) and tert-butyl lithium (1.9 M in pentane, 22.7 ml, 43.1 mmol) in THF (50 ml)). The crude material was hydrolysed with acetone/1 N HCl (2:1, 60 ml), and purified by silica-gel chromatography (silica-gel 40-63 μm, hexane/... Starting materials: ice water, ClC1=C(C=O)C(=CC=C1)F (2-Chloro-6-fluorobenzaldehyde), S1C(=S)NC(=O)C1 (rhodanine), C(C)(=O)[O-].[Na+] (sodium acetate). The solvent is C(C)(=O)O (acetic acid). Reaction conditions: time 2 hour. The product is ClC1=C(C=C2C(NC(S2)=S)=O)C(=CC=C1)F (2-chloro-6-fluorobenzylidenerhodanine). RXN SMILES: [Cl:1][C:2]1[CH:9]=[CH:8][CH:7]=[C:6]([F:10])[C:3]=1[CH:4]=O.[S:11]1[CH2:17][C:15](=[O:16])[NH:14][C:12]1=[S:13].C([O-])(=O)C.[Na+]>C(O)(=O)C>[Cl:1][C:2]1[CH:9]=[CH:8][CH:7]=[C:6]([F:10])[C:3]=1[CH:4]=[C:17]1[S:11][C:12](=[S:13])[NH:14][C:15]1=[O:16] |f:2.3|. Reported procedure: 2-Chloro-6-fluorobenzaldehyde (9.50 g), rhodanine (7.98 g), and acetic acid (57 ml) were stirred at room temperature. Anhydrous sodium acetate (14.0 g) was added to the obtained suspension, and the mixture was heated with stirring for 2 hours. The reaction mixture was allowed to cool to room temperature, and ice water (190 ml) was added thereto. The precipitated crystals were collected by filtration, washed with water, and then dried to obtain 2-chloro-6-fluorobenzylidenerhodanine. Reactants: COC=1C=C2C(=CC=NC2=CC1OC)OC1=CC=C(C=C1)N (6,7-Dimethoxy-4-(4-aminophenoxy)quinoline), CC=1C=C(C=CC1)N=C=O (3-methylphenyl isocyanate). Run in C1(=CC=CC=C1)C (toluene). Yields the product COC=1C=C2C(=CC=NC2=CC1OC)OC1=CC=C(C=C1)NC(=O)NC1=CC(=CC=C1)C (N-{4-[(6,7-Dimethoxy-4-quinolyl)oxy]phenyl}-N'-(3-methylphenyl)urea). The yield is 56.0%. RXN SMILES: [CH3:1][O:2][C:3]1[CH:4]=[C:5]2[C:10](=[CH:11][C:12]=1[O:13][CH3:14])[N:9]=[CH:8][CH:7]=[C:6]2[O:15][C:16]1[CH:21]=[CH:20][C:19]([NH2:22])=[CH:18][CH:17]=1.[CH3:23][C:24]1[CH:25]=[C:26]([N:30]=[C:31]=[O:32])[CH:27]=[CH:28][CH:29]=1>C1(C)C=CC=CC=1>[CH3:1][O:2][C:3]1[CH:4]=[C:5]2[C:10](=[CH:11][C:12]=1[O:13][CH3:14])[N:9]=[CH:8][CH:7]=[C:6]2[O:15][C:16]1[CH:17]=[CH:18][C:19]([NH:22][C:31]([NH:30][C:26]2[CH:27]=[CH:28][CH:29]=[C:24]([CH3:23])[CH:25]=2)=[O:32])=[CH:20][CH:21]=1. Reported procedure: 6,7-Dimethoxy-4-(4-aminophenoxy)quinoline (51 mg) was dissolved in toluene (5 ml) with heat, 3-methylphenyl isocyanate (0.2 ml) was added, and the admixture was refluxed with heat for 15 minutes. The resulting residue was purified by column chromatography on silica gel eluting with chloroform/acetone (10/1) to obtain 41 mg of the title compound (yield: 56%). Reactants: N1(CCOCC1)C=1N=C(NC(C1)=O)CC(=O)[O-].[Na+] (sodium [4-(morpholin-4-yl)-6-oxo-1,6-dihydropyrimidin-2-yl]acetate), CC1NC2=CC(=CC=C2C1)F ((−)-2-methyl-6-fluoro-2,3-dihydro-1H-indole). Product: eluent 98/02, FC1=CC=C2CC(N(C2=C1)C(CC1=NC(=CC(N1)=O)N1CCOCC1)=O)C (2-[2-((+)-6-fluoro-2-methyl-2,3-dihydroindol-1-yl)-2-oxoethyl]-6-morpholin-4-yl-3H-pyrimidin-4-one). Yield: 74.0%. As a reaction SMILES: [N:1]1([C:7]2[N:8]=[C:9]([CH2:14][C:15]([O-:17])=O)[NH:10][C:11](=[O:13])[CH:12]=2)[CH2:6][CH2:5][O:4][CH2:3][CH2:2]1.[Na+].[CH3:19][CH:20]1[CH2:28][C:27]2[C:22](=[CH:23][C:24]([F:29])=[CH:25][CH:26]=2)[NH:21]1>>[F:29][C:24]1[CH:23]=[C:22]2[C:27]([CH2:28][CH:20]([CH3:19])[N:21]2[C:15](=[O:17])[CH2:14][C:9]2[NH:10][C:11](=[O:13])[CH:12]=[C:7]([N:1]3[CH2:2][CH2:3][O:4][CH2:5][CH2:6]3)[N:8]=2)=[CH:26][CH:25]=1 |f:0.1|. Procedure: The product is prepared by following the procedure described in example 21c using 115 mg of sodium (4-morpholin-4-yl-6-oxo-1,6-dihydropyrimidin-2-yl)acetate (obtained in step 2c of example 1c) and 62 mg of (−)-2-methyl-6-fluoro-2,3-dihydro-1H-indole [reference example 9c, step 5c]. After silica column purification: eluent 98/02 then 95/05 dichloromethane/methanol, 113 mg of 2-[2-((+)-6-fluoro-2-methyl-2,3-dihydroindol-1-yl)-2-oxoethyl]-6-morpholin-4-yl-3H-pyrimidin-4-one are obtained in the form...